This data is from the Open Reaction Database (ORD), a public repository of structured organic reaction records. The task is: describe an organic reaction: reactants, conditions, products, and yield Starting materials: O=C(OC(C)(C)C)NC=CC=1C=CC=CC1. Reagents/catalysts: N=1C=CC(=CC1C=2N=CC=C(C2)C(C)(C)C)C(C)(C)C, O1B(OC(C)(C)C1(C)C)B2OC(C)(C)C(O2)(C)C, C[OH2+].C[OH2+].C1CC=CCCC=C1.C1CC=CCCC=C1.[Ir].[Ir]. Solvent: C1CCCCC1. Reaction conditions: temperature 100 celsius, time 48 hour. Yields the product O=C(OC(C)(C)C)NC=C(B1OC(C)(C)C(O1)(C)C)C=2C=CC=CC2. The yield is 73.0%. Yields the product CC1(C)C(Oc2ccc(Cl)cc2)C1C(=O)OCc1ccc(F)c(Oc2ccccc2)c1. The reactants are CN(C)c1ccncc1, CC1(C)C(Oc2ccc(Cl)cc2)C1C(=O)O, OCc1ccc(F)c(Oc2ccccc2)c1, CN(C)C=O, O, O=S(Cl)Cl, c1ccccc1. As a reaction SMILES: [CH3:48][N:49]([CH3:50])[c:51]1[cH:52][cH:53][n:54][cH:55][cH:56]1.[Cl:1][c:2]1[cH:3][cH:4][c:5]([O:6][CH:7]2[C:8]([CH3:13])([CH3:14])[CH:9]2[C:10](=[O:11])[OH:12])[cH:15][cH:16]1.[F:26][c:27]1[c:28]([O:35][c:36]2[cH:37][cH:38][cH:39][cH:40][cH:41]2)[cH:29][c:30]([CH2:31][OH:32])[cH:33][cH:34]1.[O:21]=[CH:22][N:23]([CH3:24])[CH3:25].[OH2:57].[S:17]([Cl:18])([Cl:19])=[O:20].[cH:42]1[cH:43][cH:44][cH:45][cH:46][cH:47]1>>[Cl:1][c:2]1[cH:3][cH:4][c:5]([O:6][CH:7]2[C:8]([CH3:13])([CH3:14])[CH:9]2[C:10](=[O:11])[O:12][CH2:31][c:30]2[cH:29][c:28]([O:35][c:36]3[cH:37][cH:38][cH:39][cH:40][cH:41]3)[c:27]([F:26])[cH:34][cH:33]2)[cH:15][cH:16]1.